This data is from the Open Reaction Database (ORD), a public repository of structured organic reaction records. The task is: describe an organic reaction: reactants, conditions, products, and yield Reactants: C(C)(C)(C)OC(N[C@H](C)C1=NC=C(C=C1F)Br)=O (tert-butyl[(1R)-1-(5-bromo-3-fluoropyridin-2-yl)ethyl]-carbamate), CC1(OB(OC1(C)C)B1OC(C(O1)(C)C)(C)C)C (4,4,4′,4′,5,5,5′,5′-octamethyl-2,2′-bi-1,3,2-dioxaborolane), C(C)(=O)[O-].[K+] (potassium acetate), C(Cl)Cl (DCM), C([O-])([O-])=O.[K+].[K+] (potassium carbonate), BrC1=C(C(=CC(=C1)Cl)F)C=1N=NN(N1)C (5-(2-bromo-4-chloro-6-fluorophenyl)-2-methyl-2H-tetrazole). Reagents/catalysts: [Pd] (palladium). Solvent: CS(=O)C (DMSO), O (water). Reaction conditions: temperature 90 celsius. Yields the product C(C)(C)(C)OC(N[C@H](C)C1=NC=C(C=C1F)C1=C(C(=CC(=C1)Cl)F)C=1N=NN(N1)C)=O (tert-butyl((1R)-1-{5-[5-chloro-3-fluoro-2-(2-methyl-2H-tetrazol-5-yl)phenyl]-3-fluoropyridin-2-yl}ethyl)carbamate). As a reaction SMILES: C([O-])(=O)C.[K+].[C:6]([O:10][C:11](=[O:23])[NH:12][C@@H:13]([C:15]1[C:20]([F:21])=[CH:19][C:18](Br)=[CH:17][N:16]=1)[CH3:14])([CH3:9])([CH3:8])[CH3:7].CC1(C)C(C)(C)OB(B2OC(C)(C)C(C)(C)O2)O1.C(Cl)Cl.C(=O)([O-])[O-].[K+].[K+].Br[C:52]1[CH:57]=[C:56]([Cl:58])[CH:55]=[C:54]([F:59])[C:53]=1[C:60]1[N:61]=[N:62][N:63]([CH3:65])[N:64]=1>CS(C)=O.[Pd].O>[C:6]([O:10][C:11](=[O:23])[NH:12][C@@H:13]([C:15]1[C:20]([F:21])=[CH:19][C:18]([C:52]2[CH:57]=[C:56]([Cl:58])[CH:55]=[C:54]([F:59])[C:53]=2[C:60]2[N:61]=[N:62][N:63]([CH3:65])[N:64]=2)=[CH:17][N:16]=1)[CH3:14])([CH3:9])([CH3:8])[CH3:7] |f:0.1,5.6.7|. Reported procedure: A mixture of potassium acetate (2.92 g, 29.8 mmol), the above carbamate (3.17 g, 9.9 mmol) and 4,4,4′,4′,5,5,5′,5′-octamethyl-2,2′-bi-1,3,2-dioxaborolane (2.77 g, 10.9 mmol) was dissolved in 10 mL of DMSO in a sealed tube reaction vessel caped with a rubber septum. This heterogeneous mixture was then evacuated and purged with nitrogen three times prior to introduction of [1,1′-bis-(diphenylphosphino)ferrocene]dichloro-palladium(II), complex with DCM (1:1) (0.363 g, 0.500 mmol). The heterogeneous... The reactants are C1COCCO1, CC(C)(C)OC(=O)N(C(=O)OC(C)(C)C)c1nccc2cc(Cl)oc12, ClCCl, Cl. Yields the product Nc1nccc2cc(Cl)oc12. RXN SMILES: [CH2:27]1[O:28][CH2:29][CH2:30][O:31][CH2:32]1.[Cl:1][c:2]1[cH:3][c:4]2[c:5]([c:6]([N:10]([C:11]([O:12][C:13]([CH3:14])([CH3:15])[CH3:16])=[O:17])[C:18]([O:19][C:20]([CH3:21])([CH3:22])[CH3:23])=[O:24])[n:7][cH:8][cH:9]2)[o:25]1.[Cl:33][CH2:34][Cl:35].[ClH:26]>>[Cl:1][c:2]1[cH:3][c:4]2[c:5]([c:6]([NH2:10])[n:7][cH:8][cH:9]2)[o:25]1. Starting materials: O1C(OCC1)CCCNC(CCN)C (3-(3-([1,3]dioxolan-2-yl) propylamino)-1-aminobutane), Cl (hydrochloric acid), [OH-].[Na+] (sodium hydroxide). Solvent: O (water). Run at time 3 hour. Yields the product N12CCCNC2CCC1 (1,5-diazabicyclo[4.3.0]nonane). The yield is 62.9%. As a reaction SMILES: O1CCO[CH:2]1[CH2:6][CH2:7][CH2:8][NH:9][CH:10](C)[CH2:11][CH2:12][NH2:13].Cl.[OH-].[Na+]>O>[N:9]12[CH2:2][CH2:6][CH2:7][CH:8]1[NH:13][CH2:12][CH2:11][CH2:10]2 |f:2.3|. Procedure: In a 500 ml three-necked flask, 41.08 g (0.2 mol) of 3-(3-([1,3]dioxolan-2-yl) propylamino)-1-aminobutane are added to 65 g of 33% strength hydrochloric acid and 100 ml of water and the mixture is stirred vigorously for three hours. It is then neutralized by dropwise addition of 100 ml of 30% strength sodium hydroxide solution, and the neutralized solution is subjected to extraction with CH2Cl2. The organic extracts are dried over sodium carbonate and concentrated. This gives 27.54 g of a reddis... Starting materials: C(C(C)C)(=O)OC(C)OC(=O)NCC(CC(=O)O)CC(C)C (3-{[(α-Isobutanoyloxyethoxy)carbonyl]aminomethyl}-5-Methylhexanoic Acid), C(OC1=C(C(=CC=C1)C(C)OC(C(C)C)=O)[N+](=O)[O-])([O-])=O (α-Isobutanoyloxyethyl-o-Nitrophenyl Carbonate). Product: C(C(C)C)(=O)OC(C(C)C)OC(=O)NCC(CC(=O)O)CC(C)C (3-{[(α-Isobutanoyloxyisobutoxy)carbonyl]aminomethyl}-5-Methyl-Hexanoic Acid). The yield is 51.0%. RXN SMILES: C(OC([O:9][C:10]([NH:12][CH2:13][CH:14]([CH2:19][CH:20]([CH3:22])[CH3:21])[CH2:15][C:16]([OH:18])=[O:17])=[O:11])C)(=O)C(C)C.C(=O)([O-])OC1C=C[CH:28]=[C:27]([CH:31]([O:33][C:34](=[O:38])[CH:35]([CH3:37])[CH3:36])C)[C:26]=1[N+]([O-])=O>>[C:34]([O:33][CH:31]([O:11][C:10]([NH:12][CH2:13][CH:14]([CH2:19][CH:20]([CH3:22])[CH3:21])[CH2:15][C:16]([OH:18])=[O:17])=[O:9])[CH:27]([CH3:26])[CH3:28])(=[O:38])[CH:35]([CH3:36])[CH3:37]. Reported procedure: Following the procedure of preparation for (110), and substituting (114) for (111), provided the title compound as a mixture of two diastereomers in 51% yield. 1H-NMR (CDCl3, 400 MHz): δ 0.89 (m, 12H), 1.17 (m, 8H), 1.65 (m, 1H), 2.02 (m, 1H), 2.16 (m, 1H), 2.33 (m, 2H), 2.56 (m, 1H), 3.13 (m, 1H), 3.30 (m, 1H), 5.00 (m, 1H), 6.57-6.56 (m, 1H). The reactants are BrC=1C(=NC=CC1)O[C@@H]1CC[C@H](CC1)N (trans-4-((3-bromopyridin-2-yl)oxy)cyclohexanamine), FC1=C(C=CC(=C1)B1OC(C(O1)(C)C)(C)C)C=1C=NC(=NC1)N (5-(2-fluoro-4-(4,4,5,5-tetramethyl-1,3,2-dioxaborolan-2-yl)phenyl)pyrimidin-2-amine). The product is N[C@@H]1CC[C@H](CC1)OC1=NC=CC=C1C1=CC(=C(C=C1)C=1C=NC(=NC1)N)F (5-(4-{2-[(trans-4-Aminocyclohexyl)oxy]pyridin-3-yl}-2-fluorophenyl)pyrimidin-2-amine). As a reaction SMILES: Br[C:2]1[C:3]([O:8][C@H:9]2[CH2:14][CH2:13][C@H:12]([NH2:15])[CH2:11][CH2:10]2)=[N:4][CH:5]=[CH:6][CH:7]=1.[F:16][C:17]1[CH:22]=[C:21](B2OC(C)(C)C(C)(C)O2)[CH:20]=[CH:19][C:18]=1[C:32]1[CH:33]=[N:34][C:35]([NH2:38])=[N:36][CH:37]=1>>[NH2:15][C@H:12]1[CH2:13][CH2:14][C@H:9]([O:8][C:3]2[C:2]([C:21]3[CH:20]=[CH:19][C:18]([C:32]4[CH:37]=[N:36][C:35]([NH2:38])=[N:34][CH:33]=4)=[C:17]([F:16])[CH:22]=3)=[CH:7][CH:6]=[CH:5][N:4]=2)[CH2:10][CH2:11]1. Procedure details: The title compound was prepared in a manner similar to that described in Example 88 using trans-4-((3-bromopyridin-2-yl)oxy)cyclohexanamine and 5-(2-fluoro-4-(4,4,5,5-tetramethyl-1,3,2-dioxaborolan-2-yl)phenyl)pyrimidin-2-amine. MS (ESI): mass calcd. for C21H22FN5O, 379.18; m/z found, 380.1 [M+H]+. 1H NMR (400 MHz, DMSO-d6) δ 8.47 (d, J=1.1, 2H), 8.15 (dd, J=4.9, 1.7, 1H), 7.81 (dd, J=7.4, 1.7, 1H), 7.53 (m, 3H), 7.05 (dd, J=7.4, 5.0, 1H), 6.87 (s, 2H), 5.02 (m, 1H), 2.63 (m, 1H), 2.05 (m, 2H), ... The reactants are N1=C(NC2=C1C=CC=C2)C(=O)O (benzimidazolecarboxylic acid), amine, CN(C)C(=[N+](C)C)ON1C2=C(C=CC=C2)N=N1.[B-](F)(F)(F)F (TBTU), C=1C=CC2=C(C1)N=NN2O (HOBT), CCN(C(C)C)C(C)C (DIPEA), acid. The solvent is CN(C)C=O (DMF), O (water), CN(C)C=O (DMF), CN(C)C=O (DMF). Run at time 8 hour. Product: N1=CC=C(C=C1)OC1=CC=C(C=C1)NC(=O)C1=NC2=C(N1)C=CC=C2 (N-[4-(pyridine-4-yloxy)phenyl]-1H-benzimidazole-2-carboxamide). RXN SMILES: [N:1]1[C:5]2[CH:6]=[CH:7][CH:8]=[CH:9][C:4]=2[NH:3][C:2]=1[C:10]([OH:12])=O.CN([C:16]([O:20]N1N=NC2C=CC=CC1=2)=[N+](C)C)C.[B-](F)(F)(F)F.[CH:35]1[CH:36]=[CH:37][C:38]2[N:43](O)N=N[C:39]=2[CH:40]=1.CC[N:47]([CH:51]([CH3:53])C)[CH:48]([CH3:50])C>CN(C=O)C.O>[N:47]1[CH:48]=[CH:50][C:16]([O:20][C:35]2[CH:40]=[CH:39][C:38]([NH:43][C:10]([C:2]3[NH:1][C:5]4[CH:6]=[CH:7][CH:8]=[CH:9][C:4]=4[N:3]=3)=[O:12])=[CH:37][CH:36]=2)=[CH:53][CH:51]=1 |f:1.2|. Procedure details: 0.064 mmol of benzimidazolecarboxylic acid 4l was dissolved in DMF together with 0.064 mmol of the amine 5a, a solution of TBTU (0.096 mmol) in DMF, HOBT (0.026 mmol) in DMF and 0.32 mmol of DIPEA were added successively, and the mixture was stirred overnight at room temperature. A further 0.25 eq. of acid was added, and the mixture was stirred for 4 hours. The reaction mixture was diluted with water and extracted a number of times with ethyl acetate. The combined organic phases were washed 2× w...